This data is from the Open Reaction Database (ORD), a public repository of structured organic reaction records. The task is: describe an organic reaction: reactants, conditions, products, and yield The reactants are C(=O)(C(F)(F)F)O (TFA), C([O-])(O)=O (bicarbonate), ClC1=NC=C(C(=N1)N[C@H]1C[C@H](CCC1)O)C#N (2-chloro-4-((1R,3S)-3-hydroxycyclohexyl-amino)pyrimidine-5-carbonitrile), [OH-].[NH4+] (ammonium hydroxide). Reagents/catalysts: [Ni] (Raney nickel). Solvent: C(C)O (ethanol). Run at time 8 hour. Product: NCC=1C(=NC=NC1)N[C@H]1C[C@H](CCC1)O ((1S,3R)-3-(5-(Aminomethyl)pyrimidin-4-ylamino)cyclohexanol). Reaction SMILES: Cl[C:2]1[N:7]=[C:6]([NH:8][C@@H:9]2[CH2:14][CH2:13][CH2:12][C@H:11]([OH:15])[CH2:10]2)[C:5]([C:16]#[N:17])=[CH:4][N:3]=1.[OH-].[NH4+].C(O)(C(F)(F)F)=O.C(=O)(O)[O-]>C(O)C.[Ni]>[NH2:17][CH2:16][C:5]1[C:6]([NH:8][C@@H:9]2[CH2:14][CH2:13][CH2:12][C@H:11]([OH:15])[CH2:10]2)=[N:7][CH:2]=[N:3][CH:4]=1 |f:1.2|. Reported procedure: To a mixture of 2-chloro-4-((1R,3S)-3-hydroxycyclohexyl-amino)pyrimidine-5-carbonitrile (70 mg, 0.277 mmol) and ammonium hydroxide (500 μl, 12.84 mmol) in ethanol (4 mL) was added Raney nickel (16.26 mg, 0.277 mmol). The resulting mixture was evacuated and then stirred under a balloon of hydrogen at atmospheric pressure and ambient temperature overnight. Ethanol was removed in vacuo and the remaining residue was purified using reverse-phased preparative HPLC (5-80% acetonitrile+0.1% TFA in water... Starting materials: BrCCCCCCCBr, CCCCCCC, [H-], [Na+], CN(C)C=O, O, O=C1NCN(c2ccccc2)C12CCN(Cc1cccc3ccccc13)CC2. The product is O=C1N(CCCCCCCBr)CN(c2ccccc2)C12CCN(Cc1cccc3ccccc13)CC2. As a reaction SMILES: [Br:31][CH2:32][CH2:33][CH2:34][CH2:35][CH2:36][CH2:37][CH2:38][Br:39].[CH3:40][CH2:41][CH2:42][CH2:43][CH2:44][CH2:45][CH3:46].[H-:1].[Na+:2].[O:47]=[CH:48][N:49]([CH3:50])[CH3:51].[OH2:52].[c:3]1([CH2:13][N:14]2[CH2:15][CH2:16][C:17]3([C:18](=[O:28])[NH:19][CH2:20][N:21]3[c:22]3[cH:23][cH:24][cH:25][cH:26][cH:27]3)[CH2:29][CH2:30]2)[cH:4][cH:5][cH:6][c:7]2[cH:8][cH:9][cH:10][cH:11][c:12]12>>[c:3]1([CH2:13][N:14]2[CH2:15][CH2:16][C:17]3([C:18](=[O:28])[N:19]([CH2:38][CH2:37][CH2:36][CH2:35][CH2:34][CH2:33][CH2:32][Br:31])[CH2:20][N:21]3[c:22]3[cH:23][cH:24][cH:25][cH:26][cH:27]3)[CH2:29][CH2:30]2)[cH:4][cH:5][cH:6][c:7]2[cH:8][cH:9][cH:10][cH:11][c:12]12. Starting materials: CC1=CC=C(S1)C1=CCC(C2=CC=C(C=C12)Br)(C)C (1-(5-methyl-thien-2-yl)-3,4-dihydro-4,4-dimethyl-7-bromo-naphthalene), CC1=CC=C(S1)C1=CCC(C2=CC=C(C=C12)Br)(C)C (1-(5-methyl-thien-2-yl)-3,4-dihydro-4,4-dimethyl-7-bromo-naphthalene), [Li]C(C)(C)C (t-BuLi), CCCCC (pentane), C1CCOC1 (THF), CN(C)C=O (DMF), C(=O)=O (dry-ice). Solvent: CCOCC (ether). Reaction conditions: time 15 minute. The product is CC1=CC=C(S1)C1=CCC(C2=CC=C(C=C12)C=O)(CC)CC (1(5-Methyl-thien-2-yl)3,4-dihydro-4,4-diethyl-7-naphthaldehyde). RXN SMILES: CC1[S:6][C:5]([C:7]2[C:16]3[C:11](=[CH:12][CH:13]=[C:14](Br)[CH:15]=3)[C:10]([CH3:19])(C)[CH2:9][CH:8]=2)=CC=1.[Li][C:21](C)(C)[CH3:22].[CH3:25]CCCC.CN([CH:33]=[O:34])C.C(=O)=O.[CH2:38]1[CH2:42]O[CH2:40][CH2:39]1>CCOCC>[CH3:40][C:39]1[S:6][C:5]([C:7]2[C:16]3[C:11](=[CH:10][CH:19]=[C:25]([CH:33]=[O:34])[CH:15]=3)[C:12]([CH2:13][CH3:14])([CH2:21][CH3:22])[CH2:9][CH:8]=2)=[CH:42][CH:38]=1. Reported procedure: To a cold (−78° C.) solution of 1-(5-methyl-thien-2-yl)-3,4-dihydro-4,4-dimethyl-7-bromo-naphthalene (Compound F, 1.35 g, 4.1 mmol), in THF (20 mL) was added t-BuLi in pentane (1.7M solution, 3.5 mL, 5.95 mmol). The reaction was stirred for 15 minutes. and DMF (600 mg, 5.8 mmol) was added and dry-ice cooling was replaced with ice-water bath. The mixture was stirred at ambient temperature for 4 hours. The reaction mixture was diluted with ether (70 mL) and washed with water (5 mL), brine (5 mL) a... Reactants: OCC1=CC=C(C=C1)N=NC1=C(C=C(C=C1)O)OC (4-((4-(hydroxymethyl)phenyl)diazenyl)-3-methoxyphenol), C(=O)([O-])[O-].[K+].[K+] (K2CO3), C(=O)(OC)COC1=CC=C(C=C1)N=NC1=CC=C(CO)C=C1 (4-(4-(Carbomethoxy)methoxyphenylazo)benzyl alcohol), COC(CBr)=O (methyl-bromoacetate). The solvent is CC(=O)C (acetone). Reaction conditions: time 12 hour. Yields the product OCC1=CC=C(C=C1)N=NC1=C(C=C(OCC(=O)OC)C=C1)OC (methyl 2-(4-((4-(hydroxymethyl)phenyl)diazenyl)-3-methoxyphenoxy)acetate). RXN SMILES: [OH:1][CH2:2][C:3]1[CH:8]=[CH:7][C:6]([N:9]=[N:10][C:11]2[CH:16]=[CH:15][C:14]([OH:17])=[CH:13][C:12]=2[O:18][CH3:19])=[CH:5][CH:4]=1.C([O-])([O-])=O.[K+].[K+].[CH3:26][O:27][C:28](=[O:31])[CH2:29]Br.C(COC1C=CC(N=NC2C=CC(CO)=CC=2)=CC=1)(OC)=O>CC(C)=O>[OH:1][CH2:2][C:3]1[CH:4]=[CH:5][C:6]([N:9]=[N:10][C:11]2[CH:16]=[CH:15][C:14]([O:17][CH2:29][C:28]([O:27][CH3:26])=[O:31])=[CH:13][C:12]=2[O:18][CH3:19])=[CH:7][CH:8]=1 |f:1.2.3|. Reported procedure: Compound 2 (0.375 g, 1.45 mmol) was dissolved in 20 mL anhydrous acetone to which K2CO3 (0.6 g, 4.35 mmol) was added, followed by methyl-bromoacetate (0.15 mL, 1.59 mmol) at room temperature and reaction mixture stirred for 12 hours. The remaining procedure was followed as described for compound 3 to obtain compound 4. Yield: 0.41 g (86%). 1H NMR (500 MHz, CD3SOCD3) δ 3.71 (s, 3H, H, (OMe)), 3.94 (s, 3H, aromatic-OCH3), 4.56 (d, 2H, J=6.0 Hz, Hf), 4.93 (s, 2H, Hl), 5.34 (t, 1H, J=6.0 Hz, —OH), 6... Reactants: C(C1=CC=CC=C1)N1C(O[C@H]2[C@H]1CC(CC2)(F)F)=O (trans-3-benzyl-5,5-difluorohexahydro-1,3-benzoxazol-2(3H)-one), O (water), [OH-].[K+] (potassium hydroxide). Solvent: C(C)O (ethanol). Conditions: temperature 80 celsius, time 8 hour. Product: C(C1=CC=CC=C1)N[C@H]1[C@@H](CCC(C1)(F)F)O (trans-2-(benzylamino)-4,4-difluorocyclohexanol). Isolated yield 61.0%. RXN SMILES: [CH2:1]([N:8]1[C@@H:12]2[CH2:13][C:14]([F:18])([F:17])[CH2:15][CH2:16][C@H:11]2[O:10]C1=O)[C:2]1[CH:7]=[CH:6][CH:5]=[CH:4][CH:3]=1.O.[OH-].[K+]>C(O)C>[CH2:1]([NH:8][C@@H:12]1[CH2:13][C:14]([F:17])([F:18])[CH2:15][CH2:16][C@H:11]1[OH:10])[C:2]1[CH:3]=[CH:4][CH:5]=[CH:6][CH:7]=1 |f:2.3|. Procedure details: To a solution of trans-3-benzyl-5,5-difluorohexahydro-1,3-benzoxazol-2(3H)-one (980 mg) in ethanol (60 mL)/water (6 mL) was added potassium hydroxide (411 mg). The reaction mixture was stirred at 80° C. overnight, and the solvent was evaporated under reduced pressure. The residue was purified by silica gel column chromatography (methanol/dichloromethane) to give the title compound (540 mg). The reactants are FC(OC=1C=C(C=CC1)CN)(F)F ((3-(trifluoromethoxy)phenyl)methanamine), NC1=NC=CC(=N1)C(=O)O (2-aminopyrimidine-4-carboxylic acid). Yields the product NC1=NC=CC(=N1)C(=O)NCC1=CC(=CC=C1)OC(F)(F)F (2-amino-N-(3-(trifluoromethoxy)benzyl)pyrimidine-4-carboxamide). The yield is 37.0%. RXN SMILES: [F:1][C:2]([F:13])([F:12])[O:3][C:4]1[CH:5]=[C:6]([CH2:10][NH2:11])[CH:7]=[CH:8][CH:9]=1.[NH2:14][C:15]1[N:20]=[C:19]([C:21](O)=[O:22])[CH:18]=[CH:17][N:16]=1>>[NH2:14][C:15]1[N:20]=[C:19]([C:21]([NH:11][CH2:10][C:6]2[CH:7]=[CH:8][CH:9]=[C:4]([O:3][C:2]([F:12])([F:13])[F:1])[CH:5]=2)=[O:22])[CH:18]=[CH:17][N:16]=1. Reported procedure: The title compound is prepared in 37% yield (82 mg, a white solid) from (3-(trifluoromethoxy)phenyl)methanamine (137 mg, 0.72 mmol) and 2-aminopyrimidine-4-carboxylic acid (100 mg, 0.72 mmol) by the similar manner in Step-1 of Example 8. Reactants: C(CCl)Cl (EDC), ClC=1C=[N+](C=C(C1C[C@H](O)C1=CC(=C(C=C1)OC(F)F)OCC1CC1)Cl)[O-] ((S)-3,5-dichloro-4-(2-(3-(cyclopropylmethoxy)-4-(difluoromethoxy)phenyl)-2-hydroxyethyl)pyridine 1-oxide), C1(CC1)COC1=C(C=C(C(=O)OCC(=O)O)C=C1)CN1CCOCC1 (2-(4-(cyclopropylmethoxy)-3-(morpholinomethyl)-benzoyloxy)acetic acid). Reagents/catalysts: CN(C)C=1C=CN=CC1 (DMAP). Solvent: C(Cl)Cl (DCM), C(Cl)Cl (DCM). Run at time 8 hour. Product: ClC=1C=[N+](C=C(C1C[C@@H](C1=CC(=C(C=C1)OC(F)F)OCC1CC1)OC(COC(C1=CC(=C(C=C1)OCC1CC1)CN1CCOCC1)=O)=O)Cl)[O-] ((S)-3,5-dichloro-4-(2-(2-(4-(cyclopropylmethoxy)-3-(morpholinomethyl)-benzoyloxy)acetoxy)-2-(3-(cyclopropylmethoxy)-4-(difluoromethoxy)phenyl)-ethyl)pyridine 1-oxide). The yield is 69.8%. As a reaction SMILES: C(Cl)CCl.[Cl:5][C:6]1[CH:7]=[N+:8]([O-:31])[CH:9]=[C:10]([Cl:30])[C:11]=1[CH2:12][C@@H:13]([C:15]1[CH:20]=[CH:19][C:18]([O:21][CH:22]([F:24])[F:23])=[C:17]([O:25][CH2:26][CH:27]2[CH2:29][CH2:28]2)[CH:16]=1)[OH:14].[CH:32]1([CH2:35][O:36][C:37]2[CH:49]=[CH:48][C:40]([C:41]([O:43][CH2:44][C:45](O)=[O:46])=[O:42])=[CH:39][C:38]=2[CH2:50][N:51]2[CH2:56][CH2:55][O:54][CH2:53][CH2:52]2)[CH2:34][CH2:33]1>CN(C1C=CN=CC=1)C.C(Cl)Cl>[Cl:5][C:6]1[CH:7]=[N+:8]([O-:31])[CH:9]=[C:10]([Cl:30])[C:11]=1[CH2:12][C@H:13]([O:14][C:45](=[O:46])[CH2:44][O:43][C:41](=[O:42])[C:40]1[CH:48]=[CH:49][C:37]([O:36][CH2:35][CH:32]2[CH2:34][CH2:33]2)=[C:38]([CH2:50][N:51]2[CH2:52][CH2:53][O:54][CH2:55][CH2:56]2)[CH:39]=1)[C:15]1[CH:20]=[CH:19][C:18]([O:21][CH:22]([F:24])[F:23])=[C:17]([O:25][CH2:26][CH:27]2[CH2:29][CH2:28]2)[CH:16]=1. Reported procedure: EDC (82 mg, 0.429 mmol) was added to a solution of compound (S)-3,5-dichloro-4-(2-(3-(cyclopropylmethoxy)-4-(difluoromethoxy)phenyl)-2-hydroxyethyl)pyridine 1-oxide (120 mg, 0.286 mmol), 2-(4-(cyclopropylmethoxy)-3-(morpholinomethyl)-benzoyloxy)acetic acid (300 mg, 0.859 mmol) and DMAP (18 mg, 0.143 mmol) in DCM (1 ml) at RT under nitrogen atmosphere. The mixture was stirred at RT overnight. The mixture was then diluted with DCM and washed with NaHCO3 sat. sol., HCl 0.1N and brine. The organic p... Starting materials: NC1=NC2(CCO1)c1cc(I)ccc1Oc1ncc(Br)cc12, O=C([O-])[O-], OB(O)c1cccnc1F, [K+], [K+], C1COCCO1, O. Yields the product NC1=NC2(CCO1)c1cc(-c3cccnc3F)ccc1Oc1ncc(Br)cc12. As a reaction SMILES: [Br:7][c:8]1[cH:9][c:10]2[c:11]([n:12][cH:13]1)[O:14][c:15]1[cH:16][cH:17][c:18]([I:28])[cH:19][c:20]1[C:21]21[N:22]=[C:23]([NH2:27])[O:24][CH2:25][CH2:26]1.[C:1](=[O:2])([O-:3])[O-:4].[F:29][c:30]1[n:31][cH:32][cH:33][cH:34][c:35]1[B:36]([OH:37])[OH:38].[K+:5].[K+:6].[O:39]1[CH2:40][CH2:41][O:42][CH2:43][CH2:44]1.[OH2:45]>>[Br:7][c:8]1[cH:9][c:10]2[c:11]([n:12][cH:13]1)[O:14][c:15]1[cH:16][cH:17][c:18](-[c:35]3[c:30]([F:29])[n:31][cH:32][cH:33][cH:34]3)[cH:19][c:20]1[C:21]21[N:22]=[C:23]([NH2:27])[O:24][CH2:25][CH2:26]1. Reactants: CS(C)=O, C[S+](C)(C)=O, [H-], [I-], [Na+], CC(=O)CN1CCCN(C(=O)OC(C)(C)C)CC1, O. Yields the product CC(C)(C)OC(=O)N1CCCN(CC2(C)CO2)CC1. Reaction SMILES: [CH3:28][S:29]([CH3:30])=[O:31].[CH3:2][S+:3]([CH3:4])([CH3:5])=[O:6].[H-:7].[I-:1].[Na+:8].[O:9]=[C:10]([CH2:11][N:12]1[CH2:13][CH2:14][N:15]([C:19](=[O:20])[O:21][C:22]([CH3:23])([CH3:24])[CH3:25])[CH2:16][CH2:17][CH2:18]1)[CH3:26].[OH2:27]>>[CH2:2]1[O:9][C:10]1([CH2:11][N:12]1[CH2:13][CH2:14][N:15]([C:19](=[O:20])[O:21][C:22]([CH3:23])([CH3:24])[CH3:25])[CH2:16][CH2:17][CH2:18]1)[CH3:26]. Reaction conditions: time 3 day. Reported procedure: To a solution of 7-hydroxyindole (0.7 g.) in ethyl ether (25 ml) and triethylamine (1 ml) is added 0.8 g. 4-methoxyphenyl isocyanate (Aldrich 23860-0). The reaction is stirred for 3 days at room temperature. The solvent is removed in vacuo and the remaining oil is purified by HPLC on silica gel. Product: COC1=CC=C(C=C1)NC(OC=1C=CC=C2C=CNC12)=O (7-Indolyl N-(4-methoxyphenyl)carbamate). Starting materials: OC=1C=CC=C2C=CNC12 (7-hydroxyindole), COC1=CC=C(C=C1)N=C=O (4-methoxyphenyl isocyanate). The solvent is C(C)OCC (ethyl ether), C(C)N(CC)CC (triethylamine). Reaction SMILES: [OH:1][C:2]1[CH:3]=[CH:4][CH:5]=[C:6]2[C:10]=1[NH:9][CH:8]=[CH:7]2.[CH3:11][O:12][C:13]1[CH:18]=[CH:17][C:16]([N:19]=[C:20]=[O:21])=[CH:15][CH:14]=1>C(OCC)C.C(N(CC)CC)C>[CH3:11][O:12][C:13]1[CH:18]=[CH:17][C:16]([NH:19][C:20](=[O:21])[O:1][C:2]2[CH:3]=[CH:4][CH:5]=[C:6]3[C:10]=2[NH:9][CH:8]=[CH:7]3)=[CH:15][CH:14]=1.